This data is from the Open Reaction Database (ORD), a public repository of structured organic reaction records. The task is: describe an organic reaction: reactants, conditions, products, and yield RXN SMILES: [C:1]([N:4]1[C:12]2[C:7](=[C:8]([Cl:14])[C:9]([F:13])=[CH:10][CH:11]=2)[C:6](=[O:15])[CH2:5]1)(=[O:3])[CH3:2].[OH-].[Na+].S(OC)(O[CH3:22])(=O)=O>C(=O)(O)[O-].[Na+]>[C:1]([N:4]1[C:12]2[C:7](=[C:8]([Cl:14])[C:9]([F:13])=[CH:10][CH:11]=2)[C:6]([O:15][CH3:22])=[CH:5]1)(=[O:3])[CH3:2] |f:1.2,4.5|. Reactants: C(C)(=O)N1CC(C2=C(C(=CC=C12)F)Cl)=O (1-acetyl-4-chloro-5-fluoroindolin-3-one), [OH-].[Na+] (sodium hydroxide), S(=O)(=O)(OC)OC (dimethyl sulfate). Reaction conditions: time 5 hour. Product: C(C)(=O)N1C=C(C2=C(C(=CC=C12)F)Cl)OC (1-acetyl-4-chloro-5-fluoro-3-methoxyindole). The yield is 95.0%. Procedure: A mixture of 2 g of 1-acetyl-4-chloro-5-fluoroindolin-3-one, 2 g of powdered sodium hydroxide and 30 ml of dimethyl sulfate was stirred at room temperature for 5 hours. After the addition of 250 ml of saturated sodium bicarbonate solution the mixture was stirred overnight and subsequently filtered. The residue was filtered in 150 ml of ether and 100 ml of ethyl acetate. The solution was dried over sodium sulfate, filtered and evaporated. There were obtained 2 g (95%) of 1-acetyl-4-chloro-5-fluor... Solvent: C([O-])(O)=O.[Na+] (sodium bicarbonate). Reactants: ClC=1C=C(CC2CCC3=C2NC(=C3)C(=O)OC)C=CC1 (methyl 6-(3-chlorobenzyl)-1,4,5,6-tetrahydrocyclopenta[b]pyrrole-2-carboxylate), [OH-].[Li+] (lithium hydroxide), CO (methanol). The solvent is C1CCOC1 (THF). Product: ClC=1C=C(CC2CCC3=C2NC(=C3)C(=O)O)C=CC1 (6-(3-chlorobenzyl)-1,4,5,6-tetrahydrocyclopenta[b]pyrrole-2-carboxylic acid). RXN SMILES: [Cl:1][C:2]1[CH:3]=[C:4]([CH:18]=[CH:19][CH:20]=1)[CH2:5][CH:6]1[C:10]2[NH:11][C:12]([C:14]([O:16]C)=[O:15])=[CH:13][C:9]=2[CH2:8][CH2:7]1.[OH-].[Li+].CO>C1COCC1>[Cl:1][C:2]1[CH:3]=[C:4]([CH:18]=[CH:19][CH:20]=1)[CH2:5][CH:6]1[C:10]2[NH:11][C:12]([C:14]([OH:16])=[O:15])=[CH:13][C:9]=2[CH2:8][CH2:7]1 |f:1.2|. Procedure: The title compound was synthesized from methyl 6-(3-chlorobenzyl)-1,4,5,6-tetrahydrocyclopenta[b]pyrrole-2-carboxylate (140 mg, 0.48 mmol) and lithium hydroxide (188 mg, 4.50 mmol, in 1 mL water), according to General Procedure 7. A 1:1 mixture of methanol (MeOH) and THF (2 mL) was used. The resulting product was purified by chromatography, eluting with heptane-EtOAc, gradient 0 to 50% EtOAc. 90 mg. 1H NMR (400 MHz, CHLOROFORM-d) δ ppm 2.07-2.20 (m, 1H) 2.52-2.68 (m, 3H) 2.74-2.82 (m, 1H) 2.86-2... Starting materials: C(#N)C1=C(C=NN1C1=CC=C(C=C1)C)C(=O)OCC (ethyl 5-cyano-1-(4-methylphenyl)-4-pyrazolecarboxylate), [OH-].[K+] (potassium hydroxide). Run in O (water), O (water). Run at time 3 day. The product is C(=O)(O)C=1C=NN(C1C(=O)N)C1=CC=C(C=C1)C (4-Carboxy-1-(4-methylphenyl)-5-pyrazolecarboxamide). As a reaction SMILES: [C:1]([C:3]1[N:7]([C:8]2[CH:13]=[CH:12][C:11]([CH3:14])=[CH:10][CH:9]=2)[N:6]=[CH:5][C:4]=1[C:15]([O:17]CC)=[O:16])#[N:2].[OH-:20].[K+]>O>[C:15]([C:4]1[CH:5]=[N:6][N:7]([C:8]2[CH:13]=[CH:12][C:11]([CH3:14])=[CH:10][CH:9]=2)[C:3]=1[C:1]([NH2:2])=[O:20])([OH:17])=[O:16] |f:1.2|. Reported procedure: To 10 g. of ethyl 5-cyano-1-(4-methylphenyl)-4-pyrazolecarboxylate was added 5.6 g. of potassium hydroxide and 200 ml. of water followed by enough water to cause solution. The mixture was stirred under reflux for 8hours and allowed to stand for 3 days. It was then poured over ice, made acid and filtered. The solids from the filtration were heated in 100 ml. of ethyl acetate, and the undissolved solid was separated, dried and identified as 4.25 g. of the desired product, m.p. 260° dec. The produc... The reactants are CC(C)(C)O, C1CCOC1, O=C(CCl)NC(CCO)(c1ccccc1F)C(F)(F)F. Product: O=C1COCCC(c2ccccc2F)(C(F)(F)F)N1. As a reaction SMILES: [C:21]([OH:22])([CH3:23])([CH3:24])[CH3:25].[CH2:26]1[O:27][CH2:28][CH2:29][CH2:30]1.[Cl:1][CH2:2][C:3](=[O:4])[NH:5][C:6]([CH2:7][CH2:8][OH:9])([C:10]([F:11])([F:12])[F:13])[c:14]1[c:15]([F:20])[cH:16][cH:17][cH:18][cH:19]1>>[CH2:2]1[C:3](=[O:4])[NH:5][C:6]([C:10]([F:11])([F:12])[F:13])([c:14]2[c:15]([F:20])[cH:16][cH:17][cH:18][cH:19]2)[CH2:7][CH2:8][O:9]1. The reactants are NC1=C(C=CC=C1)NC1=CC=C(C(=O)C2=CC=CC=C2)C=C1 (4-(2-aminophenylamino)benzophenone), NC1=C(C=CC=C1)NC1=CC=C(C(=O)C2=CC=CC=C2)C=C1 (4-(2-aminophenylamino)benzophenone), C(CC)N=C=O (n-propylisocyanate). Run in C1(=CC=CC=C1)C (toluene). Yields the product C(C1=CC=CC=C1)(=O)C1=CC=C(C=C1)NC1=C(C=CC=C1)NC(=O)NCCC (1-(2-(4-Benzoylphenylamino)phenyl)-3-n-propylurea). As a reaction SMILES: [NH2:1][C:2]1[CH:7]=[CH:6][CH:5]=[CH:4][C:3]=1[NH:8][C:9]1[CH:22]=[CH:21][C:12]([C:13]([C:15]2[CH:20]=[CH:19][CH:18]=[CH:17][CH:16]=2)=[O:14])=[CH:11][CH:10]=1.[CH2:23]([N:26]=[C:27]=[O:28])[CH2:24][CH3:25]>C1(C)C=CC=CC=1>[C:13]([C:12]1[CH:21]=[CH:22][C:9]([NH:8][C:3]2[CH:4]=[CH:5][CH:6]=[CH:7][C:2]=2[NH:1][C:27]([NH:26][CH2:23][CH2:24][CH3:25])=[O:28])=[CH:10][CH:11]=1)(=[O:14])[C:15]1[CH:16]=[CH:17][CH:18]=[CH:19][CH:20]=1. Procedure details: To a solution of 4-(2-aminophenylamino)benzophenone (Compound 101, 0.58 g, 2 mmol) in toluene (10 ml) was added n-propylisocyanate (0.23 ml, 2.4 mmol). The reaction mixture was heated for 4 hours on a steam bath. After cooling the reaction mixture to room temperature the resulting precipitate was collected by filtration and washed with toluene. The crude product was dissolved in hot isopropanol and crystallized on cooling to afford the title compound. The reactants are [Li+].[OH-] (LiOH), COC(C(C(C)C)NC(=O)C1=CC(=NO1)C1=CC=C(C=C1)NC(=O)NC1=C(C=CC=C1)F)=O (2-[(3-{4-[3-(2-Fluoro-phenyl)ureido]-phenyl}-isoxazole-5-carbonyl)-amino]-3-methyl-butyric acid methyl ester), Cl (HCl). Run in C1CCOC1 (THF). Reaction conditions: time 14 hour. Yields the product FC1=C(C=CC=C1)NC(NC1=CC=C(C=C1)C1=NOC(=C1)C(=O)NC(C(=O)O)C(C)C)=O (2-(3-(4-(3-(2-Fluorophenyl)ureido)phenyl)isoxazole-5-carboxamido)-3-methylbutanoic acid). Yield: 63.2%. As a reaction SMILES: C[O:2][C:3](=[O:33])[CH:4]([NH:8][C:9]([C:11]1[O:15][N:14]=[C:13]([C:16]2[CH:21]=[CH:20][C:19]([NH:22][C:23]([NH:25][C:26]3[CH:31]=[CH:30][CH:29]=[CH:28][C:27]=3[F:32])=[O:24])=[CH:18][CH:17]=2)[CH:12]=1)=[O:10])[CH:5]([CH3:7])[CH3:6].[Li+].[OH-].Cl>C1COCC1>[F:32][C:27]1[CH:28]=[CH:29][CH:30]=[CH:31][C:26]=1[NH:25][C:23](=[O:24])[NH:22][C:19]1[CH:20]=[CH:21][C:16]([C:13]2[CH:12]=[C:11]([C:9]([NH:8][CH:4]([CH:5]([CH3:6])[CH3:7])[C:3]([OH:33])=[O:2])=[O:10])[O:15][N:14]=2)=[CH:17][CH:18]=1 |f:1.2|. Reported procedure: 2-[(3-{4-[3-(2-Fluoro-phenyl)ureido]-phenyl}-isoxazole-5-carbonyl)-amino]-3-methyl-butyric acid methyl ester (800 mg) was dissolved in THF (20 ml). 1M aqueous LiOH solution (3.52 ml) was added and stirred at RT for 14 h. The reaction mixture was acidified with dilute HCl and extracted with EtOAc. Organic layer was separated, dried over Na2SO4 and concentrated under reduced pressure to get off white solid which was crystallized from EtOAc to yield 490 mg (63%) white solid. MS (ES+): m/z 441 (M+1)...